Dataset: the Open Reaction Database (ORD), a public repository of structured organic reaction records. Task: describe an organic reaction: reactants, conditions, products, and yield Starting materials: ClC1=CC=C(C(=O)C2=CC=C(C=C2)N)C=C1 (4-chloro-4'-aminobenzophenone), C(Cl)C1CO1 (epichlorohydrin), C([O-])([O-])=O.[K+].[K+] (potassium carbonate). Product: ClC1=CC=C(C(=O)C2=CC=C(C=C2)NCC2CO2)C=C1 (4-chloro-4'-[(2,3-epoxypropyl)amino]benzophenone). Reaction SMILES: [Cl:1][C:2]1[CH:16]=[CH:15][C:5]([C:6]([C:8]2[CH:13]=[CH:12][C:11]([NH2:14])=[CH:10][CH:9]=2)=[O:7])=[CH:4][CH:3]=1.[CH2:17]([CH:19]1[O:21][CH2:20]1)Cl.C(=O)([O-])[O-].[K+].[K+]>>[Cl:1][C:2]1[CH:16]=[CH:15][C:5]([C:6]([C:8]2[CH:13]=[CH:12][C:11]([NH:14][CH2:17][CH:19]3[O:21][CH2:20]3)=[CH:10][CH:9]=2)=[O:7])=[CH:4][CH:3]=1 |f:2.3.4|. Reported procedure: 23.2 g of 4-chloro-4'-aminobenzophenone, 92 g of epichlorohydrin and 7 g of potassium carbonate were heated at reflux for 15 hours. The excess epichlorohydrin was evaporated in vacuo and the solid residue was partitioned between water and chloroform. From the organic phase there was obtained 4-chloro-4'-[(2,3-epoxypropyl)amino]benzophenone which was recrystallized twice from methanol, m.p. 128°-129° C. The solvent is C(C)#N (acetonitrile). Procedure: A suspension of MgO (2.0 g), 2-chloro-4-nitroaniline (3.768 g, 21.83 mmol) and ethyl chloroformate (5 mL) in acetonitrile (25 mL) was heated to reflux temperature for 4 hours followed by addition of more ethyl chloroformate (4 mL). The heating was continued until full conversion (20 hours) then the reaction mixture was filtered via a plug of SiO2 (5 g) with ethyl acetate as an eluent. Evaporation in vacuo (50° C.) gave 5.8 g (100% yield) of crude title compound which was used in the next step wi... Isolated yield 100.0%. Reaction SMILES: [Cl:1][C:2]1[CH:8]=[C:7]([N+:9]([O-:11])=[O:10])[CH:6]=[CH:5][C:3]=1[NH2:4].Cl[C:13]([O:15][CH2:16][CH3:17])=[O:14]>C(#N)C>[CH2:16]([O:15][C:13](=[O:14])[NH:4][C:3]1[CH:5]=[CH:6][C:7]([N+:9]([O-:11])=[O:10])=[CH:8][C:2]=1[Cl:1])[CH3:17]. Product: C(C)OC(NC1=C(C=C(C=C1)[N+](=O)[O-])Cl)=O ((2-Chloro-4-nitrophenyl)-carbamic acid ethyl ester). Reactants: ClC(=O)OCC (ethyl chloroformate), MgO, ClC1=C(N)C=CC(=C1)[N+](=O)[O-] (2-chloro-4-nitroaniline), ClC(=O)OCC (ethyl chloroformate). The reactants are OC(C(=O)OCC)C1=C(SC2=C1C=CC=C2)C2=CC=CC=C2 (ethyl 2-hydroxy-2-(2-phenyl-1-benzothiophen-3-yl)acetate), C(C)(C)(C)Br (tertbutylbromide). The reagents and catalysts are [Ag-]=O (silver (I) oxide). Solvent: C1CCCCC1 (cyclohexane). Conditions: time 2 hour. Product: C(C)(C)(C)OC(C(=O)OCC)C1=C(SC2=C1C=CC=C2)C2=CC=CC=C2 (ethyl 2-(tert-butoxy)-2-(2-phenyl-1-benzothiophen-3-yl)acetate). The yield is 13.3%. RXN SMILES: [OH:1][CH:2]([C:8]1[C:12]2[CH:13]=[CH:14][CH:15]=[CH:16][C:11]=2[S:10][C:9]=1[C:17]1[CH:22]=[CH:21][CH:20]=[CH:19][CH:18]=1)[C:3]([O:5][CH2:6][CH3:7])=[O:4].[C:23](Br)([CH3:26])([CH3:25])[CH3:24]>C1CCCCC1.[Ag-]=O>[C:23]([O:1][CH:2]([C:8]1[C:12]2[CH:13]=[CH:14][CH:15]=[CH:16][C:11]=2[S:10][C:9]=1[C:17]1[CH:22]=[CH:21][CH:20]=[CH:19][CH:18]=1)[C:3]([O:5][CH2:6][CH3:7])=[O:4])([CH3:26])([CH3:25])[CH3:24]. Reported procedure: A mixture of ethyl 2-hydroxy-2-(2-phenyl-1-benzothiophen-3-yl)acetate (2c) (190 mg, 0.6 mmol), silver (I) oxide (417 mg, 1.8 mmol) and tertbutylbromide (360 μL, 3.2 mmol) in cyclohexane (5 mL) was vigorously stirred for 2 hours. The reaction mixture was then filtered and concentrated in vacuo. The residue was purified by flash chromatography on silica gel (cyclohexane/ethyl acetate 90/10) to afford the desired ether oxide (2d) as a white solid (30 mg, 0.08 mmol, 13%). The reactants are BrC1=CC(=C(C=C1)I)F (4-Bromo-2-fluoro-1-iodobenzene), Cl (hydrochloric acid), ice, C(CCCC)C1=CC=C(C=C1)C#C (4-pentylphenylacetylene). Reagents/catalysts: Cl[Pd]([P](C1=CC=CC=C1)(C2=CC=CC=C2)C3=CC=CC=C3)([P](C4=CC=CC=C4)(C5=CC=CC=C5)C6=CC=CC=C6)Cl (bis(triphenylphosphine)palladium(II) chloride), [Cu]I (copper(I) iodide). The solvent is C(C)NCC (diethylamine). Conditions: temperature 5 celsius. Yields the product BrC1=CC(=C(C=C1)C#CC1=CC=C(C=C1)CCCCC)F (4-bromo-2-fluoro-4'-pentyltolane). Yield: 41.3%. Reaction SMILES: [Br:1][C:2]1[CH:7]=[CH:6][C:5](I)=[C:4]([F:9])[CH:3]=1.[CH2:10]([C:15]1[CH:20]=[CH:19][C:18]([C:21]#[CH:22])=[CH:17][CH:16]=1)[CH2:11][CH2:12][CH2:13][CH3:14].Cl>C(NCC)C.Cl[Pd](Cl)([P](C1C=CC=CC=1)(C1C=CC=CC=1)C1C=CC=CC=1)[P](C1C=CC=CC=1)(C1C=CC=CC=1)C1C=CC=CC=1.[Cu]I>[Br:1][C:2]1[CH:7]=[CH:6][C:5]([C:22]#[C:21][C:18]2[CH:19]=[CH:20][C:15]([CH2:10][CH2:11][CH2:12][CH2:13][CH3:14])=[CH:16][CH:17]=2)=[C:4]([F:9])[CH:3]=1 |^1:31,50|. Reported procedure: 4-Bromo-2-fluoro-1-iodobenzene (57 g) was dissolved in diethylamine (66 ml) under nitrogen atmosphere, and then bis(triphenylphosphine)palladium(II) chloride (0.5 g) and copper(I) iodide (0.5 g) were added thereto, followed by stirring. The flask was cooled to 5° C. or lower, and then 4-pentylphenylacetylene (36 g) was added dropwise thereto. After stirring at room temperature for 5 hours, the reaction solution was poured into a mixture of concentrated hydrochloric acid (40 ml) and ice (30 g). A... The reactants are C(C)NC(=S)NCC (1,3-diethyl-2-thiourea), BrCC(C(C1=CC=CC=C1)C1=CC=CC=C1)=O (3-bromo-1,1-diphenyl-2-propanone). The solvent is CC(=O)C (acetone), CC(=O)C (acetone). Product: Br.C1(=CC=CC=C1)C(C1(N(C(SC1)=NCC)CC)O)C1=CC=CC=C1 (4-Diphenylmethyl-3-ethyl-2-ethylimino-4-thiazolidinol hydrobromide). As a reaction SMILES: [CH2:1]([NH:3][C:4]([NH:6][CH2:7][CH3:8])=[S:5])[CH3:2].[Br:9][CH2:10][C:11](=[O:25])[CH:12]([C:19]1[CH:24]=[CH:23][CH:22]=[CH:21][CH:20]=1)[C:13]1[CH:18]=[CH:17][CH:16]=[CH:15][CH:14]=1>CC(C)=O>[BrH:9].[C:13]1([CH:12]([C:19]2[CH:24]=[CH:23][CH:22]=[CH:21][CH:20]=2)[C:11]2([OH:25])[CH2:10][S:5][C:4](=[N:3][CH2:1][CH3:2])[N:6]2[CH2:7][CH3:8])[CH:18]=[CH:17][CH:16]=[CH:15][CH:14]=1 |f:3.4|. Reported procedure: To a filtered solution of 1.32 g. of 1,3-diethyl-2-thiourea in 25 ml. of acetone is added a filtered solution of 3-bromo-1,1-diphenyl-2-propanone in 25 ml. of acetone. The mixture is allowed to stand, then the solid is collected by filtration, washed with acetone and dried in vacuo, giving 3.73 g. of the desired product, m.p. 174°-176° C. (dec.).